This data is from the Open Reaction Database (ORD), a public repository of structured organic reaction records. The task is: describe an organic reaction: reactants, conditions, products, and yield Reactants: FC1=C(C(=C(C(=C1OC(C1=CC(=C(C=C1)O)C#N)=O)F)F)F)F (3-cyano-4-hydroxybenzoic acid pentafluorophenyl ester), CC1=C(COC=2C=C(C=CC2)C2=C(OC=C2)C(=O)NN)C(=C(C=C1C)C)C (3-[3-(2,3,5,6-tetramethylbenzyloxy)phenyl]-2-furancarboxylic acid hydrazide). The solvent is CN(C)C=O (DMF), C(C)(=O)OCC (ethyl acetate). Run at temperature 70 celsius, time 8 hour. Product: C(#N)C=1C=C(C(=O)NNC(=O)C=2OC=CC2C2=CC(=CC=C2)OCC2=C(C(=CC(=C2C)C)C)C)C=CC1O (3-[3-(2,3,5,6-tetramethylbenzyloxy)phenyl]-2-furancarboxylic acid 2-(3-cyano-4-hydroxybenzoyl)hydrazide). The yield is 44.5%. As a reaction SMILES: FC1C([O:8][C:9](=O)[C:10]2[CH:15]=[CH:14][C:13]([OH:16])=[C:12]([C:17]#[N:18])[CH:11]=2)=C(F)C(F)=C(F)C=1F.[CH3:24][C:25]1[C:47]([CH3:48])=[CH:46][C:45]([CH3:49])=[C:44]([CH3:50])[C:26]=1[CH2:27][O:28][C:29]1[CH:30]=[C:31]([C:35]2[CH:39]=[CH:38][O:37][C:36]=2[C:40]([NH:42][NH2:43])=[O:41])[CH:32]=[CH:33][CH:34]=1>CN(C=O)C.C(OCC)(=O)C>[C:17]([C:12]1[CH:11]=[C:10]([CH:15]=[CH:14][C:13]=1[OH:16])[C:9]([NH:43][NH:42][C:40]([C:36]1[O:37][CH:38]=[CH:39][C:35]=1[C:31]1[CH:32]=[CH:33][CH:34]=[C:29]([O:28][CH2:27][C:26]2[C:44]([CH3:50])=[C:45]([CH3:49])[CH:46]=[C:47]([CH3:48])[C:25]=2[CH3:24])[CH:30]=1)=[O:41])=[O:8])#[N:18]. Reported procedure: A mixture of 3-cyano-4-hydroxybenzoic acid pentafluorophenyl ester (compound of Reference Example 63; 0.45 g) and 3-[3-(2,3,5,6-tetramethylbenzyloxy)phenyl]-2-furancarboxylic acid hydrazide (compound of Reference Example 4; 0.50 g) in DMF (5 ml) was stirred at 70° C. overnight. The reaction solution was then diluted with ethyl acetate, washed with 1 M hydrochloric acid and water, and dried over MgSO4. The solvent was evaporated under reduced pressure, and the residue was purified by silica gel c... Reactants: ClC1=C(COC2=CC3=C([C@@H](CO3)CCS)C=C2)C=CC(=C1)Cl (2-((3S)-6-((2,4-dichlorobenzyl)oxy)-2,3-dihydro-1-benzofuran-3-yl)ethanethiol), CCN(C(C)C)C(C)C (DIPEA), CN(C)C=O (DMF), BrCC(=O)OCC (ethyl 2-bromoacetate). Solvent: O (water). Reaction conditions: time 8 hour. Yields the product C(C)OC(CSCC[C@@H]1COC2=C1C=CC(=C2)OCC2=C(C=C(C=C2)Cl)Cl)=O (Ethyl((2-((3S)-6-((2,4-dichlorobenzyl)oxy)-2,3-dihydro-1-benzofuran-3-yl)ethyl)sulfanyl)acetate). Isolated yield 67.1%. Reaction SMILES: [Cl:1][C:2]1[CH:21]=[C:20]([Cl:22])[CH:19]=[CH:18][C:3]=1[CH2:4][O:5][C:6]1[CH:17]=[CH:16][C:9]2[C@H:10]([CH2:13][CH2:14][SH:15])[CH2:11][O:12][C:8]=2[CH:7]=1.CCN(C(C)C)C(C)C.CN(C=O)C.Br[CH2:38][C:39]([O:41][CH2:42][CH3:43])=[O:40]>O>[CH2:42]([O:41][C:39](=[O:40])[CH2:38][S:15][CH2:14][CH2:13][C@H:10]1[C:9]2[CH:16]=[CH:17][C:6]([O:5][CH2:4][C:3]3[CH:18]=[CH:19][C:20]([Cl:22])=[CH:21][C:2]=3[Cl:1])=[CH:7][C:8]=2[O:12][CH2:11]1)[CH3:43]. Procedure details: To a mixture of 2-((3S)-6-((2,4-dichlorobenzyl)oxy)-2,3-dihydro-1-benzofuran-3-yl)ethanethiol (30 mg), DIPEA (0.029 mL) and DMF (dry) (15 mL) was added ethyl 2-bromoacetate (21.15 mg). The mixture was stirred at room temperature under argon atmosphere overnight. The mixture was poured into water and extracted with EtOAc. The organic layer was separated, washed successively with water and brine, dried over MgSO4 and concentrated in vacuo. The residue was purified by silica gel column chromatograp... Reactants: [C@@H]1([C@H](O)[C@H](O)[C@@H](CO)O1)N1C(=O)NC(=O)C=C1 (uridine), 02,2'-cyclouridine, [N-]=[N+]=[N-].[Li+] (lithium azide), C(OC1=CC=CC=C1)(OC1=CC=CC=C1)=O (diphenyl carbonate), C([O-])(O)=O.[Na+] (sodium bicarbonate), N(=[N+]=[N-])[C@H]1[C@@H](O[C@@H]([C@H]1O)CO)N1C(=O)N=C(N)C=C1 (2'-azido-2'-desoxycytidine). The solvent is CO.C(Cl)(Cl)Cl (methanol chloroform), CN(P(N(C)C)(N(C)C)=O)C (hexamethyl phosphoric acid triamide), CC(=O)C.C(C)(=O)OCC (acetone ethyl acetate). The product is N(=[N+]=[N-])[C@H]1[C@@H](O[C@@H]([C@H]1O)CO)N1C(=O)NC(=O)C=C1 (2'-azido-2'-desoxyuridine). Reaction SMILES: [C@@H:1]1([N:10]2[CH:17]=[CH:16][C:14](=[O:15])[NH:13][C:11]2=[O:12])[O:9][C@H:6]([CH2:7][OH:8])[C@@H:4]([OH:5])[C@H:2]1O.C(=O)(OC1C=CC=CC=1)OC1C=CC=CC=1.C(=O)(O)[O-].[Na+].[N-:39]=[N+:40]=[N-:41].[Li+].N([C@@H]1[C@H](O)[C@@H](CO)O[C@H]1N1C=CC(N)=NC1=O)=[N+]=[N-]>CC(C)=O.C(OCC)(=O)C.CO.C(Cl)(Cl)Cl.CN(C)P(=O)(N(C)C)N(C)C>[N:39]([C@@H:2]1[C@H:4]([OH:5])[C@@H:6]([CH2:7][OH:8])[O:9][C@H:1]1[N:10]1[CH:17]=[CH:16][C:14](=[O:15])[NH:13][C:11]1=[O:12])=[N+:40]=[N-:41] |f:2.3,4.5,7.8,9.10|. Procedure: 10 g. uridine were stirred with 12 g. diphenyl carbonate in 80 ml. hexamethyl phosphoric acid triamide on an oil bath at a temperature of 140° C., thereafter 0.24 g. sodium bicarbonate was added thereto. When gas evolution ceased (after about 30 minutes), 8 g. lithium azide was added to the reaction mixture. After heating for about 2 hours, the thin layer chromatogram shows, in solvent system A (methanol/chloroform mixture (1/4 v/v)), that the 02,2'-cyclouridine had almost completely disappeared... The reactants are FC1=C(C(=O)O)C=CC=C1 (2-fluorobenzoic acid), OCC(=O)C1=CC=CC=C1 (2-hydroxyacetophenone). Product: FC1=C(C=CC=C1)C=1OC2=C(C(C1)=O)C=CC=C2 (2-(2-fluorophenyl)-4H-1-benzopyran-4-one). As a reaction SMILES: [F:1][C:2]1[CH:10]=[CH:9][CH:8]=[CH:7][C:3]=1[C:4]([OH:6])=O.O[CH2:12][C:13]([C:15]1[CH:20]=[CH:19][CH:18]=[CH:17][CH:16]=1)=[O:14]>>[F:1][C:2]1[CH:10]=[CH:9][CH:8]=[CH:7][C:3]=1[C:4]1[O:6][C:16]2[CH:17]=[CH:18][CH:19]=[CH:20][C:15]=2[C:13](=[O:14])[CH:12]=1. Procedure details: 9 is prepared from 2-fluorobenzoic acid and 2-hydroxyacetophenone by the procedures of Examples 7 and 8. The crude material is purified by vacuum column (gradient elution using 10% ethyl acetate in hexane, 20% ethyl acetate in hexane, and 30% ethyl acetate in hexane). The material is then recrystallized from hexane/ethyl acetate, yielding 9 with a melting point of 98°-100° C. Starting materials: C#N (HCN), Cl (HCl), BrCCCCCCCC(=O)O (8-bromooctanoic acid), [C-]#N.[Na+] (NaCN), C(#N)C(=O)O (cyano-carboxylic acid), C(#N)CCC1=CC=C(C(=O)O)C=C1 (4-(2-cyanoethyl)benzoic acid), Heterocycles, Cl (HCl). Solvent: CO (methanol), O (H2O), CCOC(=O)C (EtOAc). Reaction conditions: temperature 25 celsius. The product is C(#N)CCCCCCCC(=O)O (8-Cyano-octanoic Acid). The yield is 74.0%. As a reaction SMILES: [C:1]([C:3]([OH:5])=[O:4])#N.[C:6]([CH2:8][CH2:9][C:10]1C=C[C:13](C(O)=O)=[CH:12][CH:11]=1)#[N:7].BrCCCCCCCC(O)=O.[C-]#N.[Na+].Cl.C#N>CO.O.CCOC(C)=O>[C:6]([CH2:8][CH2:9][CH2:10][CH2:11][CH2:12][CH2:13][CH2:1][C:3]([OH:5])=[O:4])#[N:7] |f:3.4|. Reported procedure: The preparation of the cyano-carboxylic acid representing substrate B10 was adapted from a procedure for the preparation of 4-(2-cyanoethyl)benzoic acid (Delia, T. J., Baumann, M., Bunker, A. Heterocycles, 35, 1397-1410 (1993)). To 501 mg (2.25 mmol) of 8-bromooctanoic acid in 7.0 mL of methanol was added 520 mg NaCN (10.6 mmol) in 2.0 mL H2O. The solution was heated at reflux for 2.5 h. After cooling to 25° C., the solution was acidified to pH˜1.5 with concentrated HCl (caution: HCN gas evolves... Reactants: COC1=CC=C(CN(C2=NC(=NC(=N2)C)C=2C(=NC=CC2)NC=2C=CC(=NC2)NC(=O)NC2=CC=CC=C2)CC2=CC=C(C=C2)OC)C=C1 (1-(5-(3-(4-(bis(4-methoxybenzyl)amino)-6-methyl-1,3,5-triazin-2-yl)pyridin-2-ylamino)pyridin-2-yl)-3-phenylurea), FC(S(=O)(=O)O)(F)F (trifluoromethanesulfonic acid), C([O-])(O)=O.[Na+] (sodium bicarbonate). Solvent: C(=O)(C(F)(F)F)O (TFA). Conditions: temperature 50 celsius, time 3 hour. The product is NC1=NC(=NC(=N1)C)C=1C(=NC=CC1)NC=1C=CC(=NC1)NC(=O)NC1=CC=CC=C1 (1-(5-(3-(4-amino-6-methyl-1,3,5-triazin-2-yl)pyridin-2-ylamino)pyridin-2-yl)-3-phenylurea). Yield: 47.0%. As a reaction SMILES: COC1C=CC(C[N:8](CC2C=CC(OC)=CC=2)[C:9]2[N:14]=[C:13]([CH3:15])[N:12]=[C:11]([C:16]3[C:17]([NH:22][C:23]4[CH:24]=[CH:25][C:26]([NH:29][C:30]([NH:32][C:33]5[CH:38]=[CH:37][CH:36]=[CH:35][CH:34]=5)=[O:31])=[N:27][CH:28]=4)=[N:18][CH:19]=[CH:20][CH:21]=3)[N:10]=2)=CC=1.FC(F)(F)S(O)(=O)=O.C(=O)(O)[O-].[Na+]>C(O)(C(F)(F)F)=O>[NH2:8][C:9]1[N:14]=[C:13]([CH3:15])[N:12]=[C:11]([C:16]2[C:17]([NH:22][C:23]3[CH:24]=[CH:25][C:26]([NH:29][C:30]([NH:32][C:33]4[CH:34]=[CH:35][CH:36]=[CH:37][CH:38]=4)=[O:31])=[N:27][CH:28]=3)=[N:18][CH:19]=[CH:20][CH:21]=2)[N:10]=1 |f:2.3|. Reported procedure: A solution of 1-(5-(3-(4-(bis(4-methoxybenzyl)amino)-6-methyl-1,3,5-triazin-2-yl)pyridin-2-ylamino)pyridin-2-yl)-3-phenylurea (0.0707 g, 0.108 mmol) and trifluoromethanesulfonic acid (TCI) (0.02 mL, 0.225 mmol) in 1 mL of TFA was stirred at rt for 3 h then heated to 50° C. and stirred for 3 h. Then the mixture was heated at 75° C. overnight. Saturated sodium bicarbonate was added slowly to quench the reaction and the resulting precipitate was collected by filtration. The crude product was purifi... Starting materials: N(=O)[O-].[Na+] (sodium nitrite), IC1=C2C(=NC=C1)C(=NN2)N (7-iodo-1H-pyrazolo[4,3-b]pyridin-3-amine). The solvent is O (water), O (water), CC(=O)O (AcOH). Run at time 24 hour. Yields the product IC1=C2C(=NC=C1)C=NN2 (7-iodo-1H-pyrazolo[4,3-b]pyridine). Yield: 36.0%. As a reaction SMILES: [I:1][C:2]1[CH:7]=[CH:6][N:5]=[C:4]2[C:8](N)=[N:9][NH:10][C:3]=12.N([O-])=O.[Na+]>O.CC(O)=O>[I:1][C:2]1[CH:7]=[CH:6][N:5]=[C:4]2[CH:8]=[N:9][NH:10][C:3]=12 |f:1.2|. Reported procedure: To a suspension of 7-iodo-1H-pyrazolo[4,3-b]pyridin-3-amine (23 g) in water (90 mL) and AcOH (75 mL) was added dropwise a solution of sodium nitrite (12.6 g) in water (90 mL) over 30 minutes at 0° C. The mixture was warmed to room temperature and stirred for 24 hours. Then the mixture was cooled to 0° C. again and stirred for another 0.5 hour to give a solid which was collected by filtration and washed with cold water. The solid was suspended in aqueous HI (20 mL 50% HI diluted to 300 mL with wa... The reactants are Cl.O=C(CN)N1CCCC1 (2-oxo-2-(1-pyrrolidinyl)ethanamine, hydrochloride salt), CN1CCOCC1 (NMM), N-CBZ-L-2-aminobutyric acid, Cl.CNC (dimethylamine, hydrochloride salt). Yields the product Cl.N[C@H](C(=O)N(C)C)CC ((2S)-2-Amino-N,N-dimethylbutanamide, hydrochloride salt). RXN SMILES: [ClH:1].[O:2]=[C:3]([N:6]1[CH2:10]CC[CH2:7]1)[CH2:4][NH2:5].Cl.CNC.CN1CCO[CH2:18][CH2:17]1>>[ClH:1].[NH2:5][C@@H:4]([CH2:17][CH3:18])[C:3]([N:6]([CH3:7])[CH3:10])=[O:2] |f:0.1,2.3,5.6|. Procedure: (2S)-2-Amino-N,N-dimethylbutanamide, hydrochloride salt was prepared in a manner similar to 2-oxo-2-(1-pyrrolidinyl)ethanamine, hydrochloride salt (Example 69), utilizing N-CBZ-L-2-aminobutyric acid in place of N-CBZ-glycine, utilizing dimethylamine, hydrochloride salt in place of pyrrolidine, and using 3 equivalents of NMM in Part A. (M+H)+: 130.9.